describe an organic reaction: reactants, conditions, products, and yield From a dataset of the Open Reaction Database (ORD), a public repository of structured organic reaction records. The reactants are C(C1=CC=CC=C1)(=O)NC1=C2N=CN(C2=NC=N1)C1C(C(C(O1)C=C(F)P(O)(O)=O)O)O ({2-[5-(6-Benzoylamino-purin-9-yl)-3,4-dihydroxy-tetrahydro-furan-2-yl]-1-fluoro-vinyl}-phosphonic acid). The yield is 55.4%. Solvent: [NH4+].[OH-] (NH4OH). Yields the product NC1=C2N=CN(C2=NC=N1)C1C(C(C(O1)C=C(F)P(O)(O)=O)O)O ({2-[5-(6-Amino-purin-9-yl)-3,4-dihydroxy-tetrahydro-furan-2-yl]-1-fluoro-vinyl}-phosphonic acid). Reaction conditions: time 8 hour. Procedure details: Compound 7.5 (50 mg, 0.11 mmol) was dissolved in 5 mL NH4OH and stirred under N2 for overnight. The mixture was concentrated under reduced pressure and the residue was subjected to reverse phase HPLC eluting with 0-25% CH3CN in water to give compound 7.6 (22 mg, 57% yield). 1HNMR (300 MHz, D2O) δ 4.24-4.27 (m, 1H), 4.69-4.71 (m, 1H), 4.96 (m, 1H), 5.54-5.68 (m, 1H), 5.97 (d, 1H, J=4.8), 8.11 (s, 1H), 8.21 (s, 1H). LRMS [M−H]− C11H13FN5O6P requires 361.1. Found 361.5. Reaction SMILES: C([NH:9][C:10]1[N:18]=[CH:17][N:16]=[C:15]2[C:11]=1[N:12]=[CH:13][N:14]2[CH:19]1[O:23][CH:22]([CH:24]=[C:25]([P:27](=[O:30])([OH:29])[OH:28])[F:26])[CH:21]([OH:31])[CH:20]1[OH:32])(=O)C1C=CC=CC=1>[NH4+].[OH-]>[NH2:9][C:10]1[N:18]=[CH:17][N:16]=[C:15]2[C:11]=1[N:12]=[CH:13][N:14]2[CH:19]1[O:23][CH:22]([CH:24]=[C:25]([P:27](=[O:28])([OH:29])[OH:30])[F:26])[CH:21]([OH:31])[CH:20]1[OH:32] |f:1.2|.